This data is from the Open Reaction Database (ORD), a public repository of structured organic reaction records. The task is: describe an organic reaction: reactants, conditions, products, and yield Reactants: CCCCCCCCCC=1C=CC(=CC1)O (nonylphenol), CI (methyl iodide), CCOCC (ether), CCCCCCCCCC=1C=CC(=CC1)O (Nonylphenol), CI (methyl iodide), C([O-])([O-])=O.[K+].[K+] (potassium carbonate). The solvent is O (water), CC(=O)C (acetone). Yields the product C(CCCCCCCC)C1=C(C=CC=C1)OC (Nonyl anisole). RXN SMILES: [CH3:1][CH2:2][CH2:3][CH2:4][CH2:5][CH2:6][CH2:7][CH2:8][CH2:9][C:10]1[CH:11]=[CH:12][C:13](O)=[CH:14][CH:15]=1.CI.C[CH2:20][O:21]CC.C(=O)([O-])[O-].[K+].[K+]>O.CC(C)=O>[CH2:9]([C:10]1[CH:11]=[CH:12][CH:13]=[CH:14][C:15]=1[O:21][CH3:20])[CH2:8][CH2:7][CH2:6][CH2:5][CH2:4][CH2:3][CH2:2][CH3:1] |f:3.4.5|. Reported procedure: Nonyl anisole was prepared from nonylphenol, available from Jefferson Chemicals, and methyl iodide under typical Williamson ether synthesis conditions. Nonylphenol (1.0 mole), methyl iodide (1.2 moles), potassium carbonate (1.25 moles) and acetone were placed in a round bottom flask and heated to reflux. After refluxing overnight, the reaction mixture was poured into water and extracted with ether. The ether extract was washed with saturated sodium chloride solution, dried and evaporated to an o... Reactants: ClC=1C=C(C=CC1)C1=CC=NC(=C1C(=O)O)SC1=NC(=CC(=N1)OC)OC (4-(3-chlorophenyl)-2-(4,6-dimethoxypyrimidin-2-ylthio)nicotinic acid), C(=O)(N1C=NC=C1)N1C=NC=C1 (carbonyldiimidazole), [H-].[Na+] (sodium hydride), CS(=O)(=O)N (methanesulfonamide), C(=O)=C1N=CC=N1 (carbonylimidazole), C(C1=CN=CC=C1)(=O)O (nicotinic acid). Run in CN(C=O)C (N,N-dimethylformamide), O (water), CN(C=O)C (N,N-dimethylformamide), CN(C=O)C (N,N-dimethylformamide). The product is ClC=1C=C(C=CC1)C1=CC=NC(=C1C(=O)NS(=O)(=O)C)SC1=NC(=CC(=N1)OC)OC (4-(3-chlorophenyl)-2-(4,6-dimethoxypyrimidin-2-ylthio)-N-methylsulfonylnicotinamide). Isolated yield 328.3%. RXN SMILES: [Cl:1][C:2]1[CH:3]=[C:4]([C:8]2[C:13]([C:14](O)=[O:15])=[C:12]([S:17][C:18]3[N:23]=[C:22]([O:24][CH3:25])[CH:21]=[C:20]([O:26][CH3:27])[N:19]=3)[N:11]=[CH:10][CH:9]=2)[CH:5]=[CH:6][CH:7]=1.C(N1C=CN=C1)(N1C=CN=C1)=O.[H-].[Na+].[CH3:42][S:43]([NH2:46])(=[O:45])=[O:44].C(=C1N=CC=N1)=O.C(O)(=O)C1C=CC=NC=1>CN(C)C=O.O>[Cl:1][C:2]1[CH:3]=[C:4]([C:8]2[C:13]([C:14]([NH:46][S:43]([CH3:42])(=[O:45])=[O:44])=[O:15])=[C:12]([S:17][C:18]3[N:23]=[C:22]([O:24][CH3:25])[CH:21]=[C:20]([O:26][CH3:27])[N:19]=3)[N:11]=[CH:10][CH:9]=2)[CH:5]=[CH:6][CH:7]=1 |f:2.3|. Procedure: To a solution of 3.0 g (0.0074 mol) of 4-(3-chlorophenyl)-2-(4,6-dimethoxypyrimidin-2-ylthio)nicotinic acid in 30 ml of N,N-dimethylformamide was added 1.50 g (0.0093 mol) of carbonyldiimidazole with stirring, and the mixture was stirred at room temperature for 24 hours. To a suspension of 0.60 g (0.0015 mol) of 60% sodium hydride in 30 ml of N,N-dimethylformamide was added 1.8 g (0.0019 mol) of methanesulfonamide and stirred at 80° C. for 2 hours. Thereafter, the above prepared N,N-dimethylform... Conditions: temperature 23 celsius, time 15 hour. The product is NCCc2ccc(c1ccccc1)cc2. Reagents/catalysts: PPhCy2. Reactants: Br[Mg]c1ccccc1 (effective_coupling_partner), COc1ccc(CCN)cc1 (substrate). Starting materials: FC(C(=O)O)(F)F (trifluoroacetic acid), C(C)(C)(C)OC(NC1=CC=C(C=C1)C1=CC=C2C(=NNC2=C1F)N)=O (tert-butyl[4-(3-amino-7-fluoro-1H-indazol-6-yl)phenyl]carbamate), [OH-].[Na+] (sodium hydroxide). Solvent: C(C)(=O)OCC (ethyl acetate), ClCCl (dichloromethane). Conditions: time 18 hour. Yields the product NC1=CC=C(C=C1)C1=CC=C2C(=NNC2=C1F)N (6-(4-aminophenyl)-7-fluoro-1H-indazol-3-ylamine). Isolated yield 88.6%. RXN SMILES: C(OC(=O)[NH:7][C:8]1[CH:13]=[CH:12][C:11]([C:14]2[C:22]([F:23])=[C:21]3[C:17]([C:18]([NH2:24])=[N:19][NH:20]3)=[CH:16][CH:15]=2)=[CH:10][CH:9]=1)(C)(C)C.FC(F)(F)C(O)=O.[OH-].[Na+]>ClCCl.C(OCC)(=O)C>[NH2:7][C:8]1[CH:9]=[CH:10][C:11]([C:14]2[C:22]([F:23])=[C:21]3[C:17]([C:18]([NH2:24])=[N:19][NH:20]3)=[CH:16][CH:15]=2)=[CH:12][CH:13]=1 |f:2.3|. Procedure details: A suspension of 3 g of tert-butyl[4-(3-amino-7-fluoro-1H-indazol-6-yl)phenyl]carbamate in 60 mL of dichloromethane is admixed at ambient temperature with 6 mL of trifluoroacetic acid. The reaction mixture is stirred at ambient temperature for 18 h and concentrated to dryness under reduced pressure. The solid obtained is taken up in ethyl acetate and the solution is treated with 4N aqueous sodium hydroxide solution and then decanted. The organic phase is subsequently washed with distilled water, ... Reactants: Cn1ncc2c(Br)cncc21, CCCC[N+](CCCC)(CCCC)CCCC, C1CCOC1, C[Si](C)(C)C#Cc1cccc(N)c1, [Cu]I, [F-], Cl[Pd]Cl, c1ccc(P(c2ccccc2)c2ccccc2)cc1, c1ccc(P(c2ccccc2)c2ccccc2)cc1. Yields the product Cn1ncc2c(C#Cc3cccc(N)c3)cncc21. RXN SMILES: [Br:1][c:2]1[c:3]2[c:4]([cH:5][n:6][cH:7]1)[n:8]([CH3:11])[n:9][cH:10]2.[CH2:26]([N+:27]([CH2:28][CH2:29][CH2:30][CH3:31])([CH2:32][CH2:33][CH2:34][CH3:35])[CH2:36][CH2:37][CH2:38][CH3:39])[CH2:40][CH2:41][CH3:42].[CH2:43]1[O:44][CH2:45][CH2:46][CH2:47]1.[CH3:12][Si:13]([CH3:14])([CH3:15])[C:16]#[C:17][c:18]1[cH:19][c:20]([NH2:24])[cH:21][cH:22][cH:23]1.[Cu:89][I:90].[F-:25].[Pd:48]([Cl:49])[Cl:50].[c:51]1([P:52]([c:53]2[cH:54][cH:55][cH:56][cH:57][cH:58]2)[c:59]2[cH:60][cH:61][cH:62][cH:63][cH:64]2)[cH:65][cH:66][cH:67][cH:68][cH:69]1.[c:70]1([P:71]([c:72]2[cH:73][cH:74][cH:75][cH:76][cH:77]2)[c:78]2[cH:79][cH:80][cH:81][cH:82][cH:83]2)[cH:84][cH:85][cH:86][cH:87][cH:88]1>>[c:2]1([C:16]#[C:17][c:18]2[cH:19][c:20]([NH2:24])[cH:21][cH:22][cH:23]2)[c:3]2[c:4]([cH:5][n:6][cH:7]1)[n:8]([CH3:11])[n:9][cH:10]2. The reactants are CC1(CC=C(C=2C=C(C=CC12)C#CC1=CC=C(C(=O)O)C=C1)C#CCCC)C (4-[(7,8-dihydro-8,8-dimethyl-5-(1-pentynyl)naphth-3-yl)ethynyl]benzoic acid), CC1(CC=C(C=2C=C(C=CC12)C#CC1=CC=C(C(=O)O)C=C1)C#CCCC)C (4-[(7,8-dihydro-8,8-dimethyl-5-(1-pentynyl)naphth-3-yl)ethynyl]benzoic acid), CC1(CC=C(C=2C=C(C=CC12)C#CC1=CC=C(C(=O)OCC)C=C1)C=1OC=CC1)C (ethyl 4-[(7,8-dihydro-8,8-dimethyl-5-(2-furyl)naphth-3-yl)ethynyl]benzoate), CC1(CC=C(C=2C=C(C=CC12)C#CC1=CC=C(C(=O)OCC)C=C1)C=1OC=CC1)C (ethyl 4-[(7,8-dihydro-8,8-dimethyl-5-(2-furyl)naphth-3-yl)ethynyl]benzoate). Product: CC1(CC=C(C=2C=C(C=CC12)C#CC1=CC=C(C(=O)O)C=C1)C=1OC=CC1)C (4-[(7,8-dihydro-8,8-dimethyl-5-(2-furyl)naphth-3-yl)ethynyl]benzoic acid). Reaction SMILES: CC1(C)C2C=CC(C#CC3C=CC(C(O)=O)=CC=3)=CC=2C(C#CCCC)=CC1.[CH3:29][C:30]1([CH3:58])[C:39]2[CH:38]=[CH:37][C:36]([C:40]#[C:41][C:42]3[CH:52]=[CH:51][C:45]([C:46]([O:48]CC)=[O:47])=[CH:44][CH:43]=3)=[CH:35][C:34]=2[C:33]([C:53]2[O:54][CH:55]=[CH:56][CH:57]=2)=[CH:32][CH2:31]1>>[CH3:29][C:30]1([CH3:58])[C:39]2[CH:38]=[CH:37][C:36]([C:40]#[C:41][C:42]3[CH:43]=[CH:44][C:45]([C:46]([OH:48])=[O:47])=[CH:51][CH:52]=3)=[CH:35][C:34]=2[C:33]([C:53]2[O:54][CH:55]=[CH:56][CH:57]=2)=[CH:32][CH2:31]1. Reported procedure: Employing the same general procedure as for the preparation of 4-[(7,8-dihydro-8,8-dimethyl-5-(1-pentynyl)naphth-3-yl)ethynyl]benzoic acid (Compound 84), 60.3 mg (0.15 mmol) of ethyl 4-[(7,8-dihydro-8,8-dimethyl-5-(2-furyl)naphth-3-yl)ethynyl]benzoate (Compound 122) was converted into the title compound (colorless solid) using 16.0 mg (0.38 mmol) of LiOH in H2O.